From a dataset of the Open Reaction Database (ORD), a public repository of structured organic reaction records. describe an organic reaction: reactants, conditions, products, and yield Reactants: N1[C@@H]2[C@H](CC1)CN(C2)C(=O)OCC ((3aR,6aR)-ethyl hexahydropyrrolo[3,4-b]pyrrole-5(1H)-carboxylate), BrC1=CC=C(C=C1)C1=CC=C(C=C1)N1N=CC=CC1=O (2-(4′-Bromobiphenyl-4-yl)pyridazin-3(2H)-one), CC1(C2=CC=CC(=C2OC=2C(=CC=CC12)P(C1=CC=CC=C1)C1=CC=CC=C1)P(C1=CC=CC=C1)C1=CC=CC=C1)C (9,9-dimethyl-4,5-bis(diphenylphosphino)xanthene), C([O-])([O-])=O.[Cs+].[Cs+] (cesium carbonate). Reagents/catalysts: C(C)(=O)[O-].[Pd+2].C(C)(=O)[O-] (palladium(II) acetate). The solvent is C1CCOC1 (THF), C1CCOC1 (THF), CCOC(=O)C (EtOAc). Conditions: temperature 70 celsius. Product: O=C1C=CC=NN1C1=CC=C(C=C1)C1=CC=C(C=C1)N1[C@@H]2[C@H](CC1)CN(C2)C(=O)OCC ((3aR,6aR)-ethyl 1-(4′-(6-oxopyridazin-1(6H)-yl)biphenyl-4-yl)hexahydropyrrolo[3,4-b]pyrrole-5(1H)-carboxylate). RXN SMILES: Br[C:2]1[CH:7]=[CH:6][C:5]([C:8]2[CH:13]=[CH:12][C:11]([N:14]3[C:19](=[O:20])[CH:18]=[CH:17][CH:16]=[N:15]3)=[CH:10][CH:9]=2)=[CH:4][CH:3]=1.CC1(C)C2C=CC=C(P(C3C=CC=CC=3)C3C=CC=CC=3)C=2OC2C1=CC=CC=2P(C1C=CC=CC=1)C1C=CC=CC=1.C(=O)([O-])[O-].[Cs+].[Cs+].[NH:69]1[CH2:73][CH2:72][C@@H:71]2[CH2:74][N:75]([C:77]([O:79][CH2:80][CH3:81])=[O:78])[CH2:76][C@H:70]12>C1COCC1.CCOC(C)=O.C([O-])(=O)C.[Pd+2].C([O-])(=O)C>[O:20]=[C:19]1[N:14]([C:11]2[CH:12]=[CH:13][C:8]([C:5]3[CH:6]=[CH:7][C:2]([N:69]4[CH2:73][CH2:72][C@@H:71]5[CH2:74][N:75]([C:77]([O:79][CH2:80][CH3:81])=[O:78])[CH2:76][C@H:70]45)=[CH:3][CH:4]=3)=[CH:9][CH:10]=2)[N:15]=[CH:16][CH:17]=[CH:18]1 |f:2.3.4,8.9.10|. Procedure details: 2-(4′-Bromobiphenyl-4-yl)pyridazin-3(2H)-one (1.92 g, 5.86 mmol), palladium(II) acetate (0.158 g, 0.234 mmol), 9,9-dimethyl-4,5-bis(diphenylphosphino)xanthene (0.407 g, 0.703 mmol) and cesium carbonate (3.06 g, 9.38 mmol) were suspended in 25 mL of THF. A solution of (3aR,6aR)-ethyl hexahydropyrrolo[3,4-b]pyrrole-5(1H)-carboxylate in 10 mL of THF was added and the mixture was heated at 70° C. under N2 for 20 hours. The mixture was allowed to cool to ambient temperature, diluted with 70 mL of EtO... Reactants: ClC1=NC=C(C=C1C(=O)N[C@@H](C)C1=CC=C(C(=O)OC)C=C1)Cl (Methyl 4-((1S)-1-{[(2,5-dichloropyridin-3-yl)carbonyl]amino}ethyl)benzoate), CC1=C(C=CC=C1C)O (2,3-dimethylphenol). Product: ClC=1C=C(C(=NC1)OC1=C(C(=CC=C1)C)C)C(=O)N[C@@H](C)C1=CC=C(C(=O)OC)C=C1 (Methyl 4-[(1S)-1-({[5-chloro-2-(2,3-dimethylphenoxy)pyridin-3-yl]carbonyl}amino)ethyl]benzoate). RXN SMILES: Cl[C:2]1[C:7]([C:8]([NH:10][C@H:11]([C:13]2[CH:22]=[CH:21][C:16]([C:17]([O:19][CH3:20])=[O:18])=[CH:15][CH:14]=2)[CH3:12])=[O:9])=[CH:6][C:5]([Cl:23])=[CH:4][N:3]=1.[CH3:24][C:25]1[C:30]([CH3:31])=[CH:29][CH:28]=[CH:27][C:26]=1[OH:32]>>[Cl:23][C:5]1[CH:6]=[C:7]([C:8]([NH:10][C@H:11]([C:13]2[CH:22]=[CH:21][C:16]([C:17]([O:19][CH3:20])=[O:18])=[CH:15][CH:14]=2)[CH3:12])=[O:9])[C:2]([O:32][C:26]2[CH:27]=[CH:28][CH:29]=[C:30]([CH3:31])[C:25]=2[CH3:24])=[N:3][CH:4]=1. Procedure: The title compound was prepared according to the procedure described in step 2 of Example 45 from methyl 4-((1S)-1-{[(2,5-dichloropyridin-3-yl)carbonyl]amino}ethyl)benzoate (step 1 of Example 48) and 2,3-dimethylphenol: 1H-NMR (CDCl3) δ 8.56 (1H, d, J=3.0 Hz), 8.32 (1H, d, J=7.4 Hz), 8.11 (1H, d, J=2.8 Hz), 8.02–7.99 (2H, m), 7.43 (2H, d, J=8.4 Hz), 7.23–7.13 (2H, m), 6.95 (1H, d, J=7.7 Hz), 5.46–5.36 (1H, m), 3.90 (3H, s), 2.35 (3H, s), 2.05 (3H, s), 1.59 (3H, d, J=6.9 Hz). Reactants: C[O-], CO, O=[N+]([O-])c1c(Cl)cc(N2CCOCC2)nc1Cl, [Na+]. Product: COc1nc(N2CCOCC2)cc(Cl)c1[N+](=O)[O-]. RXN SMILES: [CH3:18][O-:19].[CH3:21][OH:22].[Cl:1][c:2]1[cH:3][c:4]([N:12]2[CH2:13][CH2:14][O:15][CH2:16][CH2:17]2)[n:5][c:6]([Cl:11])[c:7]1[N+:8](=[O:9])[O-:10].[Na+:20]>>[Cl:1][c:2]1[cH:3][c:4]([N:12]2[CH2:13][CH2:14][O:15][CH2:16][CH2:17]2)[n:5][c:6]([O:19][CH3:18])[c:7]1[N+:8](=[O:9])[O-:10]. Starting materials: CCN(CC)c1cc(Cl)nnc1CCl, Fc1cccc(-c2ncc[nH]2)n1, [K+], [K+], O=C([O-])[O-], CN(C)C=O. The product is CCN(CC)c1cc(Cl)nnc1Cn1ccnc1-c1cccc(F)n1. As a reaction SMILES: [Cl:1][c:2]1[cH:3][c:4]([N:10]([CH2:11][CH3:12])[CH2:13][CH3:14])[c:5]([CH2:8][Cl:9])[n:6][n:7]1.[F:15][c:16]1[n:17][c:18](-[c:22]2[nH:23][cH:24][cH:25][n:26]2)[cH:19][cH:20][cH:21]1.[K+:27].[K+:28].[O-:29][C:30]([O-:31])=[O:32].[O:33]=[CH:34][N:35]([CH3:36])[CH3:37]>>[Cl:1][c:2]1[cH:3][c:4]([N:10]([CH2:11][CH3:12])[CH2:13][CH3:14])[c:5]([CH2:8][n:26]2[c:22](-[c:18]3[n:17][c:16]([F:15])[cH:21][cH:20][cH:19]3)[n:23][cH:24][cH:25]2)[n:6][n:7]1. Reactants: C(C)(=O)N(C)CC(=O)O (N-acetylsarcosine), P(O)(O)O (phosphorous acid), Cl (HCl), C=O (Formalin). Conditions: temperature 120 celsius, time 19 hour. Product: P(=O)(O)(O)CN(CC(=O)O)C (N-(phosphonomethyl)-N-methyl-glycine). Yield: 99.0%. As a reaction SMILES: [C:1]([N:4]([CH2:6][C:7]([OH:9])=[O:8])[CH3:5])(=O)C.[P:10]([OH:13])([OH:12])[OH:11].Cl.C=O>>[P:10]([CH2:1][N:4]([CH3:5])[CH2:6][C:7]([OH:9])=[O:8])([OH:13])([OH:12])=[O:11]. Reported procedure: N-acetyl sarcosine (XX) (20.0 g, 152.5 mmole), phosphorous acid (12.5g, 152.4 mmole), and concentrated HCl (37.6 g) were mixed and refluxed in a 120° C. oil bath. Formalin, 37% (13.6 g, 167.6 mmole) was added dropwise over 20 min. and the reaction was continued for an additional 19 h. HPLC analysis indicated a 99% yield of N-methylglyphosate (XXI) based on moles of (XX) charged. Reactants: [H-].[Na+] (sodium hydride), C(C1=CC=CC=C1)S (benzyl mercaptan), FC1=NC=CC=C1SCCC (2-Fluoro-3-(propylthio)pyridine). Run in O (water). Run at time 1 hour. Yields the product C1(=CC=CC=C1)CSC1=NC=CC=C1SCCC (2-(Phenylmethylthio)-3-(propylthio)pyridine). Yield: 27.2%. Reaction SMILES: [H-].[Na+].[CH2:3]([SH:10])[C:4]1[CH:9]=[CH:8][CH:7]=[CH:6][CH:5]=1.F[C:12]1[C:17]([S:18][CH2:19][CH2:20][CH3:21])=[CH:16][CH:15]=[CH:14][N:13]=1>O>[C:4]1([CH2:3][S:10][C:12]2[C:17]([S:18][CH2:19][CH2:20][CH3:21])=[CH:16][CH:15]=[CH:14][N:13]=2)[CH:9]=[CH:8][CH:7]=[CH:6][CH:5]=1 |f:0.1|. Procedure: To a stirred suspension of 0.62 g (0.013 mol) of 50% sodium hydride (in mineral oil), which had been washed with hexanes, in 20 mls dry dimethylformamide cooled to -5° under nitrogen was added dropwise 1.6 g (0.013 mol) benzyl mercaptan such that the temperature was maintained below 5°. The suspension was stirred at room temperature for 1 hour, cooled to 0°, and a solution of 2.0 g (0.012 mol) of the product from Example 1 was added dropwise while maintaining the temperature between 0° and 5°. A... Reactants: OC=1N=NC(=CC1)S (3-hydroxy-6-mercaptopyridazine), P(=O)([O-])([O-])[O-] (phosphate), CC(=O)OCC1=C(N2[C@@H]([C@@H](C2=O)N)SC1)C(=O)O (7-aminocephalosporanic acid), C([O-])(O)=O.[Na+] (sodium bicarbonate). Product: NC1[C@@H]2N(C(=C(CS2)CSC=2N=NC(=CC2)O)C(=O)O)C1=O (7-amino-3-(6-hydroxypyridazin-3-ylthiomethyl)-3-cephem-4-carboxylic acid). As a reaction SMILES: [OH:1][C:2]1[N:3]=[N:4][C:5]([SH:8])=[CH:6][CH:7]=1.CC(O[CH2:13][C:14]1[CH2:23][S:22][C@@H:17]2[C@H:18]([NH2:21])[C:19](=[O:20])[N:16]2[C:15]=1[C:24]([OH:26])=[O:25])=O.C(=O)(O)[O-].[Na+].P([O-])([O-])([O-])=O>>[NH2:21][CH:18]1[C:19](=[O:20])[N:16]2[C:15]([C:24]([OH:26])=[O:25])=[C:14]([CH2:13][S:8][C:5]3[N:4]=[N:3][C:2]([OH:1])=[CH:7][CH:6]=3)[CH2:23][S:22][C@H:17]12 |f:2.3|. Reported procedure: A mixture of 0.60 g. (0.0047 mole) of 3-hydroxy-6-mercaptopyridazine, 1.27 g. (0.0047 mole) of 7-aminocephalosporanic acid, 0.78 g. (0.0094 mole) of sodium bicarbonate in 25 ml. of 0.1 M phosphate buffer (pH 6.4) was heated at 60° C. for 5 hours. The reaction mixture was filtered to remove a trace of insoluble material and the filtrate was adjusted to pH 5 with acetic acid to give brown precipitates, which were collected by filtration, washed with water and acetone successively and dried in vacu...